This data is from the Open Reaction Database (ORD), a public repository of structured organic reaction records. The task is: describe an organic reaction: reactants, conditions, products, and yield Starting materials: O=C([O-])[O-], CN(C)C=O, Cc1noc(C)c1CCl, [K+], [K+], O, CC(=O)Cc1ccc(O)cc1. Product: CC(=O)Cc1ccc(OCc2c(C)noc2C)cc1. RXN SMILES: [C:21](=[O:22])([O-:23])[O-:24].[CH3:28][N:29]([CH3:30])[CH:31]=[O:32].[Cl:12][CH2:13][c:14]1[c:15]([CH3:20])[n:16][o:17][c:18]1[CH3:19].[K+:25].[K+:26].[OH2:27].[OH:1][c:2]1[cH:3][cH:4][c:5]([CH2:8][C:9]([CH3:10])=[O:11])[cH:6][cH:7]1>>[O:1]([c:2]1[cH:3][cH:4][c:5]([CH2:8][C:9]([CH3:10])=[O:11])[cH:6][cH:7]1)[CH2:13][c:14]1[c:15]([CH3:20])[n:16][o:17][c:18]1[CH3:19]. The reactants are CC[Mg+].[Br-] (EtMgBr), ClC1=C(C=CC(=C1)Cl)CO[C@H]1C([C@@H](OC)O[C@@H]1COCC1=C(C=C(C=C1)Cl)Cl)=O (3,5-Bis-O-(2,4-dichlorophenylmethyl)-1-O-methyl-α-D-erythro-pentofuranos-2-ulose), O (water). Run in CCOCC (Et2O), CCOCC (Et2O), C(C)OCC (diethyl ether). Reaction conditions: temperature -78 celsius, time 15 minute. The product is ClC1=C(C=CC(=C1)Cl)CO[C@H]1[C@]([C@@H](OC)O[C@@H]1COCC1=C(C=C(C=C1)Cl)Cl)(O)CC (3,5-Bis-O-(2,4-dichlorophenylmethyl)-2-C-ethyl-1-O-methyl-α-D-ribofuranose). Reaction SMILES: [CH3:1][CH2:2][Mg+].[Br-].[Cl:5][C:6]1[CH:11]=[C:10]([Cl:12])[CH:9]=[CH:8][C:7]=1[CH2:13][O:14][C@@H:15]1[C@@H:21]([CH2:22][O:23][CH2:24][C:25]2[CH:30]=[CH:29][C:28]([Cl:31])=[CH:27][C:26]=2[Cl:32])[O:20][C@H:17]([O:18][CH3:19])[C:16]1=[O:33].O>CCOCC>[Cl:5][C:6]1[CH:11]=[C:10]([Cl:12])[CH:9]=[CH:8][C:7]=1[CH2:13][O:14][C@@H:15]1[C@@H:21]([CH2:22][O:23][CH2:24][C:25]2[CH:30]=[CH:29][C:28]([Cl:31])=[CH:27][C:26]=2[Cl:32])[O:20][C@H:17]([O:18][CH3:19])[C@:16]1([CH2:2][CH3:1])[OH:33] |f:0.1|. Procedure details: To diethyl ether (300 mL) at −78° C. was slowly added EtMgBr (3.0 M, 16.6 mL) and then dropwise the compound from Step B of Example 62 (4.80 g, 10.0 mmol) in anhydrous Et2O (100 mL). The reaction mixture was stirred at −78° C. for 15 min, allowed to warm to −15° C. and stirred for another 2 h, and then poured into a stirred mixture of water (300 mL) and Et2O (600 mL). The organic phase was separated, dried (MgSO4), and evaporated in vacuo. The crude product was purified on silica gel using ethyl... Starting materials: NC1CCC2=C(C=3NC(C(NC3C=C2)=O)=O)C1 (9-amino-1,4,7,8,9,10-hexahydrobenzo[f]quinoxaline-2,3-dione), [N+](=O)(O)[O-] (nitric acid). Solvent: FC(C(=O)O)(F)F (trifluoroacetic acid). Conditions: temperature 0 celsius, time 3 hour. Yields the product NC1CCC2=C(C=3NC(C(NC3C=C2[N+](=O)[O-])=O)=O)C1 (9-amino-6-nitro-1,4,7,8,9,10-hexahydro-benzo[f]quinoxaline-2,3-dione). The yield is 93.0%. Reaction SMILES: [NH2:1][CH:2]1[CH2:17][C:6]2[C:7]3[NH:8][C:9](=[O:16])[C:10](=[O:15])[NH:11][C:12]=3[CH:13]=[CH:14][C:5]=2[CH2:4][CH2:3]1.[N+:18]([O-])([OH:20])=[O:19]>FC(F)(F)C(O)=O>[NH2:1][CH:2]1[CH2:17][C:6]2[C:7]3[NH:8][C:9](=[O:16])[C:10](=[O:15])[NH:11][C:12]=3[CH:13]=[C:14]([N+:18]([O-:20])=[O:19])[C:5]=2[CH2:4][CH2:3]1. Reported procedure: A mixture of 9-amino-1,4,7,8,9,10-hexahydrobenzo[f]quinoxaline-2,3-dione and trifluoroacetic acid (10 mL) was cooled in an ice bath and then treated with fuming nitric acid (0.5 mL) and stirred for 3 h at 0° C. and then 1 h at room temperature. After removing the solvent by rotoevaporation, the residue was triturated with acetone and the resulting solid collected by filtration to give the product (0.22 g, 93% yield). The solid was stirred in 2N HCl for 15 min, collected by filtration and dried t... Reaction conditions: time 2 hour. Reaction SMILES: O.CC(C)[O-].CC(C)[O-].CC(C)[O-].CC(C)[O-].[Ti+4:18].C(NCCO)CCC.[CH3:27][CH:28]([O:32][C:33]([CH3:35])=[O:34])[CH2:29][O:30][CH3:31]>C(O)(C)C>[CH3:27][CH:28]([O:32][C:33]([CH3:35])=[O:34])[CH2:29][O:30][CH3:31].[Ti:18] |f:1.2.3.4.5|. Reported procedure: A mixture of purified water (2.7 g) and isopropyl alcohol (50 g) was dropped to a mixture of titanium tetraisopropoxide (28.4 g), isopropyl alcohol (50 g) and 2-(butylamino)ethanol (11.8 g). After completion of dropping, the mixture was agitated for 2 hours, subjected to hydrolytic condensation and heated to reflux for 2 hours. PGMEA (100 g) was added thereto and was concentrated under reduced pressure to obtain a PGMEA solution of a titanium-containing condensate (B-I) (130 g). The solid conten... The solvent is C(C)(C)O (isopropyl alcohol), C(C)(C)O (isopropyl alcohol). The reactants are O (water), CC(COC)OC(=O)C (PGMEA), CC([O-])C.CC([O-])C.CC([O-])C.CC([O-])C.[Ti+4] (titanium tetraisopropoxide), C(CCC)NCCO (2-(butylamino)ethanol). The product is CC(COC)OC(=O)C (PGMEA), [Ti] (titanium). Reactants: solution, CC(C)C[AlH]CC(C)C (DIBAL), C(#N)C1=CC=C(C=C1)C1=C(N=CO1)C(=O)OCC (ethyl 5-(4-cyanophenyl)oxazole-4-carboxylate). Run in C1(=CC=CC=C1)C (toluene), C1CCOC1 (THF). Product: C(=O)C=1N=COC1C1=CC=C(C#N)C=C1 (4-(4-formyloxazol-5-yl)benzonitrile). The yield is 85.7%. Reaction SMILES: [C:1]([C:3]1[CH:8]=[CH:7][C:6]([C:9]2[O:13][CH:12]=[N:11][C:10]=2[C:14](OCC)=[O:15])=[CH:5][CH:4]=1)#[N:2].CC(C[AlH]CC(C)C)C>C1COCC1.C1(C)C=CC=CC=1>[CH:14]([C:10]1[N:11]=[CH:12][O:13][C:9]=1[C:6]1[CH:7]=[CH:8][C:3]([C:1]#[N:2])=[CH:4][CH:5]=1)=[O:15]. Reported procedure: To a solution of ethyl 5-(4-cyanophenyl)oxazole-4-carboxylate (500 mg, 2.06 mmol, 1.00 equiv) in anhydrous THF (10 mL) maintained under nitrogen at −78° C. was added dropwise a 25% solution of DIBAL (2.5 mL) in toluene with stirring. The resulting solution was stirred at −40° C. for 3 h and then quenched by the addition of 10 mL of water. The mixture was extracted with 2×10 mL of ethyl acetate. The combined organic layers was washed with 1×20 mL of brine, dried over anhydrous sodium sulfate and ... The reactants are Cn1c(C(F)(F)F)cc(=O)n(-c2c(F)cc(Cl)c(O)c2[N+](=O)[O-])c1=O, CC(=O)O, [Fe], O. The product is Cn1c(C(F)(F)F)cc(=O)n(-c2c(F)cc(Cl)c(O)c2N)c1=O. RXN SMILES: [CH3:1][n:2]1[c:3](=[O:25])[n:4](-[c:13]2[c:14]([F:24])[cH:15][c:16]([Cl:23])[c:17]([OH:22])[c:18]2[N+:19]([O-:20])=[O:21])[c:5](=[O:12])[cH:6][c:7]1[C:8]([F:9])([F:10])[F:11].[CH3:27][C:28](=[O:29])[OH:30].[Fe:31].[OH2:26]>>[CH3:1][n:2]1[c:3](=[O:25])[n:4](-[c:13]2[c:14]([F:24])[cH:15][c:16]([Cl:23])[c:17]([OH:22])[c:18]2[NH2:19])[c:5](=[O:12])[cH:6][c:7]1[C:8]([F:9])([F:10])[F:11]. Starting materials: C(C1=CC=CC=C1)ON1C(NCC1)=NC1=C(C=CC=C1Cl)Cl (1-benzyloxy-2-[(2,6-dichlorophenyl)imino]-imidazolidine), Br (hydrobromic acid). Product: Br.ClC1=C(C(=CC=C1)Cl)N=C1N(CCN1)O (2-[(2,6-dichlorophenyl)imino]-1-hydroxyimidazolidine hydrobromide). RXN SMILES: C([O:8][N:9]1[CH2:13][CH2:12][NH:11][C:10]1=[N:14][C:15]1[C:20]([Cl:21])=[CH:19][CH:18]=[CH:17][C:16]=1[Cl:22])C1C=CC=CC=1.[BrH:23]>>[BrH:23].[Cl:21][C:20]1[CH:19]=[CH:18][CH:17]=[C:16]([Cl:22])[C:15]=1[N:14]=[C:10]1[NH:11][CH2:12][CH2:13][N:9]1[OH:8] |f:2.3|. Reported procedure: A suspension of 45.3 g. of 1-benzyloxy-2-[(2,6-dichlorophenyl)imino]-imidazolidine in 450 ml. of 48% strength hydrobromic acid is warmed to 80° for 4 hours. The resulting solution is poured onto ice and extracted with ether. The aqueous phase is evaporated in vacuo. The residue is distilled azeotropically five times with a mixture of ethanol/ethyl acetate. 2-[(2,6-dichlorophenyl)imino]-1-hydroxyimidazolidine hydrobromide is obtained by crystallization from a mixture of ethanol/ethyl acetate/ethe...